From a dataset of the Open Reaction Database (ORD), a public repository of structured organic reaction records. describe an organic reaction: reactants, conditions, products, and yield Reactants: O=C(O)C=Cc1ccc(F)cc1F, [H][H], C1CCOC1, [Pd]. Yields the product O=C(O)CCc1ccc(F)cc1F. Reaction SMILES: [F:1][c:2]1[c:3]([CH:4]=[CH:5][C:6](=[O:7])[OH:8])[cH:9][cH:10][c:11]([F:13])[cH:12]1.[H:14][H:15].[O:16]1[CH2:17][CH2:18][CH2:19][CH2:20]1.[Pd:21]>>[F:1][c:2]1[c:3]([CH2:4][CH2:5][C:6](=[O:7])[OH:8])[cH:9][cH:10][c:11]([F:13])[cH:12]1. Reactants: C(C1=CC=CC=C1)OC=1C=C(C=CCCl)C=CC1 (3-benzyloxy-cinnamyl chloride), NC=1SC=2CCNCCC2N1 (2-amino-4,5,7,8-tetrahydro-6 H-thiazolo[5,4-d]azepine), CCOCC (ether). The solvent is C(Cl)(Cl)Cl (chloroform). Product: NC=1SC=2CCN(CCC2N1)CC=CC1=CC(=CC=C1)OCC1=CC=CC=C1 (2-Amino-6-(3-(3-benzyloxy-phenyl)allyl)-4,5,7,8-tetrahydro-6H-thiazolo[5,4-d]azepine). Isolated yield 59.0%. As a reaction SMILES: [CH2:1]([O:8][C:9]1[CH:10]=[C:11]([CH:16]=[CH:17][CH:18]=1)[CH:12]=[CH:13][CH2:14]Cl)[C:2]1[CH:7]=[CH:6][CH:5]=[CH:4][CH:3]=1.[NH2:19][C:20]1[S:21][C:22]2[CH2:23][CH2:24][NH:25][CH2:26][CH2:27][C:28]=2[N:29]=1.CCOCC>C(Cl)(Cl)Cl>[NH2:19][C:20]1[S:21][C:22]2[CH2:23][CH2:24][N:25]([CH2:14][CH:13]=[CH:12][C:11]3[CH:16]=[CH:17][CH:18]=[C:9]([O:8][CH2:1][C:2]4[CH:7]=[CH:6][CH:5]=[CH:4][CH:3]=4)[CH:10]=3)[CH2:26][CH2:27][C:28]=2[N:29]=1. Procedure details: Prepared from 3-benzyloxy-cinnamyl chloride and 2 equivalents of 2-amino-4,5,7,8-tetrahydro-6 H-thiazolo[5,4-d]azepine in chloroform for 5 hours at 50° C. Yield: 59% of theory, Melting point: 78°-80° C. (ether). Reaction SMILES: [CH2:31]1[O:32][CH2:33][CH2:34][CH2:35]1.[F:17][c:18]1[c:19]([C:27]([F:28])([F:29])[F:30])[cH:20][c:21]([N:24]=[C:25]=[O:26])[cH:22][cH:23]1.[NH2:1][c:2]1[c:3]([OH:16])[cH:4][c:5]([O:8][CH2:9][c:10]2[cH:11][cH:12][cH:13][cH:14][cH:15]2)[cH:6][cH:7]1>>[NH:1]([c:2]1[c:3]([OH:16])[cH:4][c:5]([O:8][CH2:9][c:10]2[cH:11][cH:12][cH:13][cH:14][cH:15]2)[cH:6][cH:7]1)[C:25]([NH:24][c:21]1[cH:20][c:19]([C:27]([F:28])([F:29])[F:30])[c:18]([F:17])[cH:23][cH:22]1)=[O:26]. Reactants: C1CCOC1, O=C=Nc1ccc(F)c(C(F)(F)F)c1, Nc1ccc(OCc2ccccc2)cc1O. The product is O=C(Nc1ccc(F)c(C(F)(F)F)c1)Nc1ccc(OCc2ccccc2)cc1O.